From a dataset of the Open Reaction Database (ORD), a public repository of structured organic reaction records. describe an organic reaction: reactants, conditions, products, and yield The reactants are ClC=1C2=C(NC(N1)=C=O)NC(=C2)OCC (4-chloro-6-ethoxy-carbonyl-7H-pyrrolo[2,3-d]pyrimidine), ClC=1C=C(N)C=CC1 (3-chloroaniline), C(C)(C)O.CCCCCC (isopropanol hexane). The solvent is C(CCC)O (n-butanol). Run at temperature 50 celsius. Yields the product ClC=1C=C(NC=2C3=C(NC(N2)=C=O)NC(=C3)OCC)C=CC1 (4-(3-chloroanilino)-6-ethoxy-carbonyl-7H-pyrrolo[2,3-d]pyrimidine). RXN SMILES: Cl[C:2]1[C:3]2[CH:12]=[C:11]([O:13][CH2:14][CH3:15])[NH:10][C:4]=2[NH:5][C:6](=[C:8]=[O:9])[N:7]=1.[Cl:16][C:17]1[CH:18]=[C:19]([CH:21]=[CH:22][CH:23]=1)[NH2:20].C(O)(C)C.CCCCCC>C(O)CCC>[Cl:16][C:17]1[CH:18]=[C:19]([CH:21]=[CH:22][CH:23]=1)[NH:20][C:2]1[C:3]2[CH:12]=[C:11]([O:13][CH2:14][CH3:15])[NH:10][C:4]=2[NH:5][C:6](=[C:8]=[O:9])[N:7]=1 |f:2.3|. Procedure: Under a argon atmosphere, 29.0 g (128 mmol) of 4-chloro-6-ethoxy-carbonyl-7H-pyrrolo[2,3-d]pyrimidine and 18.0 ml (171 mmol) of 3-chloroaniline in 430 ml of n-butanol are stirred at 100° C. for 3 h (almost dissolved after≈1 h, then a thick suspension is formed). 400 ml of isopropanol/hexane (1:1) are then added to the reaction mixture cooled to≈50° C., and the product is filtered off and washed with isopropanol and hexane. Stirring in diethyl ether yields 4-(3-chloroanilino)-6-ethoxy-carbonyl-7H... Yields the product CCCCCc1ccc(CN(C(=O)C=Cc2cccc(C(F)(F)F)c2)C(Cc2ccccc2)C(=O)N2CCN(Cc3ccccc3)CC2)cc1. Reaction SMILES: [CH2:1]([c:2]1[cH:3][cH:4][cH:5][cH:6][cH:7]1)[N:8]1[CH2:9][CH2:10][N:11]([C:14]([CH:15]([CH2:16][c:17]2[cH:18][cH:19][cH:20][cH:21][cH:22]2)[NH:23][CH2:24][c:25]2[cH:26][cH:27][c:28]([CH2:31][CH2:32][CH2:33][CH2:34][CH3:35])[cH:29][cH:30]2)=[O:36])[CH2:12][CH2:13]1.[F:37][C:38]([c:39]1[cH:40][c:41]([CH:42]=[CH:43][C:44](=[O:45])[OH:46])[cH:47][cH:48][cH:49]1)([F:50])[F:51]>>[CH2:1]([c:2]1[cH:3][cH:4][cH:5][cH:6][cH:7]1)[N:8]1[CH2:9][CH2:10][N:11]([C:14]([CH:15]([CH2:16][c:17]2[cH:18][cH:19][cH:20][cH:21][cH:22]2)[N:23]([CH2:24][c:25]2[cH:26][cH:27][c:28]([CH2:31][CH2:32][CH2:33][CH2:34][CH3:35])[cH:29][cH:30]2)[C:44]([CH:43]=[CH:42][c:41]2[cH:40][c:39]([C:38]([F:37])([F:50])[F:51])[cH:49][cH:48][cH:47]2)=[O:45])=[O:36])[CH2:12][CH2:13]1. Starting materials: CCCCCc1ccc(CNC(Cc2ccccc2)C(=O)N2CCN(Cc3ccccc3)CC2)cc1, O=C(O)C=Cc1cccc(C(F)(F)F)c1.